Dataset: the Open Reaction Database (ORD), a public repository of structured organic reaction records. Task: describe an organic reaction: reactants, conditions, products, and yield The reactants are COC(=O)CN=C=O, C1COCCO1, O=c1cc(O)cc[nH]1. Yields the product COC(=O)CNC(=O)n1ccc(O)cc1=O. RXN SMILES: [C:1](=[O:2])([O:3][CH3:4])[CH2:5][N:6]=[C:7]=[O:8].[O:17]1[CH2:18][CH2:19][O:20][CH2:21][CH2:22]1.[OH:9][c:10]1[cH:11][c:12](=[O:16])[nH:13][cH:14][cH:15]1>>[C:1](=[O:2])([O:3][CH3:4])[CH2:5][NH:6][C:7](=[O:8])[n:13]1[c:12](=[O:16])[cH:11][c:10]([OH:9])[cH:15][cH:14]1.